This data is from the Open Reaction Database (ORD), a public repository of structured organic reaction records. The task is: describe an organic reaction: reactants, conditions, products, and yield The reactants are BrC1=CC(=C(C=C1)F)C(CI)(C)N=C=O ((RS)-4-bromo-1-fluoro-2-(2-iodo-1-isocyanato-1-methyl-ethyl)-benzene), C(C)(C)(C)O (tert-butanol). The reagents and catalysts are F[B-](F)(F)F.[Ag+] (silver tetrafluoroborate). The solvent is CN(C=O)C (N,N-dimethylformamide). Run at temperature 80 celsius. The product is BrC=1C=CC(=C(C1)C1(NC(OC1)=O)C)F ((RS)-4-(5-bromo-2-fluoro-phenyl) -4-methyl-oxazolidin-2-one). RXN SMILES: [Br:1][C:2]1[CH:7]=[CH:6][C:5]([F:8])=[C:4]([C:9]([N:13]=[C:14]=[O:15])([CH3:12])[CH2:10]I)[CH:3]=1.C([OH:20])(C)(C)C>CN(C)C=O.F[B-](F)(F)F.[Ag+]>[Br:1][C:2]1[CH:7]=[CH:6][C:5]([F:8])=[C:4]([C:9]2([CH3:12])[CH2:10][O:20][C:14](=[O:15])[NH:13]2)[CH:3]=1 |f:3.4|. Reported procedure: A solution of the crude (RS)-4-bromo-1-fluoro-2-(2-iodo-1-isocyanato-1-methyl-ethyl)-benzene (20.0 g, 52 mmol) in N,N-dimethylformamide (180 ml) and tert-butanol (7.7 ml, 104 mmol) was treated with silver tetrafluoroborate (11.15 g, 57 mmol). The yellow suspension was heated at 80° C. for 16 hours. For the workup, the reaction mixture was evaporated at reduced pressure. After chromatography on silica gel using a using a gradient of heptane and ethyl acetate=100/0 to 40/60 as the eluent, the (RS)... Reactants: CCO, COC(=O)c1n[nH]cc1[N+](=O)[O-], [H][H]. The product is COC(=O)c1n[nH]cc1N. RXN SMILES: [CH3:15][CH2:16][OH:17].[CH3:1][O:2][C:3](=[O:4])[c:5]1[n:6][nH:7][cH:8][c:9]1[N+:10]([O-:11])=[O:12].[H:13][H:14]>>[CH3:1][O:2][C:3](=[O:4])[c:5]1[n:6][nH:7][cH:8][c:9]1[NH2:10]. Reactants: ClC=1C=CC(=C(C1)C(=O)NC=1C=C(C=CC1)CC(=O)OC)OCC1=CC=CC=C1 (methyl {3-[({5-chloro-2-[(phenylmethyl)oxy]phenyl}carbonyl)amino]phenyl}acetate), Cl (HCl), C(C)(=O)O (acetic acid). The solvent is O (Water). Run at temperature 90 celsius. The product is ClC=1C=CC(=C(C1)C(=O)NC=1C=C(C=CC1)CC(=O)O)OCC1=CC=CC=C1 ({3-[({5-Chloro-2-[(phenylmethyl)oxy]phenyl}carbonyl)amino]phenyl}acetic acid). Reaction SMILES: [Cl:1][C:2]1[CH:3]=[CH:4][C:5]([O:22][CH2:23][C:24]2[CH:29]=[CH:28][CH:27]=[CH:26][CH:25]=2)=[C:6]([C:8]([NH:10][C:11]2[CH:12]=[C:13]([CH2:17][C:18]([O:20]C)=[O:19])[CH:14]=[CH:15][CH:16]=2)=[O:9])[CH:7]=1.Cl.C(O)(=O)C>O>[Cl:1][C:2]1[CH:3]=[CH:4][C:5]([O:22][CH2:23][C:24]2[CH:29]=[CH:28][CH:27]=[CH:26][CH:25]=2)=[C:6]([C:8]([NH:10][C:11]2[CH:12]=[C:13]([CH2:17][C:18]([OH:20])=[O:19])[CH:14]=[CH:15][CH:16]=2)=[O:9])[CH:7]=1. Procedure: A mixture of methyl {3-[({5-chloro-2-[(phenylmethyl)oxy]phenyl}carbonyl)amino]phenyl}acetate (may be prepared as described in Description 46, 160 mg, 0.39 mmol), 2M HCl (3 ml) and acetic acid (3 ml) was heated at 90° C. for 4 hours and then cooled to room temperature. Water was added and the mixture was filtered to give a white solid. The crude product was purified by MDAP to yield the title compound as a white solid. 53 mg. The reactants are ClC=1N=[N+](C2=C(N1)C=C(C=C2)F)[O-] (3-Chloro-6-fluoro-1,2,4-benzotriazine 1-Oxide), C(C)[Sn](CC)(CC)CC (tetraethyltin). Reagents/catalysts: C=1C=CC(=CC1)[P](C=2C=CC=CC2)(C=3C=CC=CC3)[Pd]([P](C=4C=CC=CC4)(C=5C=CC=CC5)C=6C=CC=CC6)([P](C=7C=CC=CC7)(C=8C=CC=CC8)C=9C=CC=CC9)[P](C=1C=CC=CC1)(C=1C=CC=CC1)C=1C=CC=CC1 (Pd(PPh3)4). Run in COCCOC (DME). The product is C(C)C=1N=[N+](C2=C(N1)C=C(C=C2)F)[O-] (3-Ethyl-6-fluoro-1,2,4-benzotriazine 1-Oxide). Yield: 89.8%. As a reaction SMILES: Cl[C:2]1[N:3]=[N+:4]([O-:13])[C:5]2[CH:11]=[CH:10][C:9]([F:12])=[CH:8][C:6]=2[N:7]=1.[CH2:14]([Sn](CC)(CC)CC)[CH3:15]>COCCOC.C1C=CC([P]([Pd]([P](C2C=CC=CC=2)(C2C=CC=CC=2)C2C=CC=CC=2)([P](C2C=CC=CC=2)(C2C=CC=CC=2)C2C=CC=CC=2)[P](C2C=CC=CC=2)(C2C=CC=CC=2)C2C=CC=CC=2)(C2C=CC=CC=2)C2C=CC=CC=2)=CC=1>[CH2:14]([C:2]1[N:3]=[N+:4]([O-:13])[C:5]2[CH:11]=[CH:10][C:9]([F:12])=[CH:8][C:6]=2[N:7]=1)[CH3:15] |^1:32,34,53,72|. Reported procedure: Pd(PPh3)4 (196 mg, 0.17 mmol) was added to a stirred solution of chloride 27 (329 mg, 1.7 mmol) and tetraethyltin (0.7 mL, 3.3 mmol) in DME (20 mL), the solution degassed, and stirred under N2 at reflux temperature for 16 h. The solvent was evaporated and the residue purified by chromatography, eluting with 20% EtOAc/pet. ether to give an oil which was further purified by chromatography, eluting with 5% EtOAc/DCM, to give 1-oxide 28 (295 mg, 93%) as a white solid, mp (EtOAc/pet. ether) 122-124° ... Starting materials: FCCCCCBr, O=C(c1ccc(O)cc1)N1CCCC1CN1CCCC1. The product is O=C(c1ccc(OCCCCCF)cc1)N1CCCC1CN1CCCC1. As a reaction SMILES: [Br:21][CH2:22][CH2:23][CH2:24][CH2:25][CH2:26][F:27].[OH:1][c:2]1[cH:3][cH:4][c:5]([C:8](=[O:9])[N:10]2[CH:11]([CH2:15][N:16]3[CH2:17][CH2:18][CH2:19][CH2:20]3)[CH2:12][CH2:13][CH2:14]2)[cH:6][cH:7]1>>[O:1]([c:2]1[cH:3][cH:4][c:5]([C:8](=[O:9])[N:10]2[CH:11]([CH2:15][N:16]3[CH2:17][CH2:18][CH2:19][CH2:20]3)[CH2:12][CH2:13][CH2:14]2)[cH:6][cH:7]1)[CH2:22][CH2:23][CH2:24][CH2:25][CH2:26][F:27]. The reactants are C(CC#N)#N (malononitrile), O.NN (hydrazine hydrate), C1(=CC=CC=C1)S(=O)(=O)C1=C(C=CC=C1)NN=C(C#N)C#N (2-[(2-benzenesulfonylphenyl)hydrazono]malononitrile), C1(=CC=CC=C1)S(=O)(=O)C1=C(N)C=CC=C1 (2-(phenylsulfonyl)aniline), O.NN (hydrazine hydrate). Product: C1(=CC=CC=C1)S(=O)(=O)C1=C(C=CC=C1)NN=C1C(=NN=C1N)N (4-[(2-benzenesulfonylphenyl)hydrazono]-4H-pyrazole-3,5-diamine), compound. Yield: 20.0%. Reaction SMILES: C1(S(C2C=CC=CC=2N[N:17]=[C:18]([C:21]#[N:22])[C:19]#[N:20])(=O)=O)C=CC=CC=1.[C:23]1([S:29]([C:32]2[CH:38]=[CH:37][CH:36]=[CH:35][C:33]=2[NH2:34])(=[O:31])=[O:30])[CH:28]=[CH:27][CH:26]=[CH:25][CH:24]=1.C(#N)CC#N.O.[NH2:45][NH2:46]>>[C:23]1([S:29]([C:32]2[CH:38]=[CH:37][CH:36]=[CH:35][C:33]=2[NH:34][N:17]=[C:18]2[C:19]([NH2:20])=[N:46][N:45]=[C:21]2[NH2:22])(=[O:31])=[O:30])[CH:28]=[CH:27][CH:26]=[CH:25][CH:24]=1 |f:3.4|. Reported procedure: 4-[(2-benzenesulfonylphenyl)hydrazono]-4H-pyrazole-3,5-diamine was prepared using 94 mg (0.5 mmol) of 2-[(2-benzenesulfonylphenyl)hydrazono]malononitrile, which was derived from 2-(phenylsulfonyl)aniline (233 mg, 1.0 mmol) and malononitrile (1.5 mmol), and hydrazine hydrate. Precipitate formed in the reaction tube approximately 20 minutes after the addition of hydrazine hydrate. The resulting solid was isolated by filtration, washed with ethanol, and dried to yield 68 mg (20%) of the compound as... Starting materials: C(C)(C)C1=CC=C(C=C1)C1=NC2=C(N1CCOC)C(=CC(=C2)C#N)OC (2-(4-isopropyl-phenyl)-7-methoxy-1-(2-methoxy-ethyl)-1H-benzoimidazole-5-carbonitrile), [PH2](=O)[O-].[Na+] (sodium hypophosphite), C(C)(=O)O (acetic acid). The reagents and catalysts are [Ni] (Raney-Nickel). Solvent: N1=CC=CC=C1 (pyridine). Run at temperature 60 celsius, time 6 hour. Product: C(C)(C)C1=CC=C(C=C1)C1=NC2=C(N1CCOC)C(=CC(=C2)C=O)OC (2-(4-Isopropyl-phenyl)-7-methoxy-1-(2-methoxy-ethyl)-1H-benzoimidazole-5-carbaldehyde). The yield is 68.3%. Reaction SMILES: [CH:1]([C:4]1[CH:9]=[CH:8][C:7]([C:10]2[N:14]([CH2:15][CH2:16][O:17][CH3:18])[C:13]3[C:19]([O:25][CH3:26])=[CH:20][C:21]([C:23]#N)=[CH:22][C:12]=3[N:11]=2)=[CH:6][CH:5]=1)([CH3:3])[CH3:2].[PH2]([O-])=[O:28].[Na+].C(O)(=O)C>[Ni].N1C=CC=CC=1>[CH:1]([C:4]1[CH:9]=[CH:8][C:7]([C:10]2[N:14]([CH2:15][CH2:16][O:17][CH3:18])[C:13]3[C:19]([O:25][CH3:26])=[CH:20][C:21]([CH:23]=[O:28])=[CH:22][C:12]=3[N:11]=2)=[CH:6][CH:5]=1)([CH3:3])[CH3:2] |f:1.2|. Procedure details: A mixture of 480 mg (1.37 mmol) 2-(4-isopropyl-phenyl)-7-methoxy-1-(2-methoxy-ethyl)-1H-benzoimidazole-5-carbonitrile (example 32), 15 mg Raney-Nickel (in water), 967 mg (11.0 mmol) sodium hypophosphite (in 10 ml water), 10 ml acetic acid and 20 ml pyridine is stirred for 6 h at 60° C. The catalyst is filtered off and the filtrate is poured on water and extracted (3×) with ethyl acetate. The combined organic layers are washed with water (2×) and brine, dried over MgSO4, filtered and concentrated... Reactants: C1CCOC1, CC12CCC3C(CC=C4CC(O)CCC43C)C1CCC2=O. The product is CC12CCC3C(CC=C4CC(=O)CCC43C)C1CCC2=O. Reaction SMILES: [CH2:22]1[O:23][CH2:24][CH2:25][CH2:26]1.[OH:1][CH:2]1[CH2:3][C:4]2=[CH:5][CH2:6][CH:7]3[CH:8]4[CH2:9][CH2:10][C:11](=[O:21])[C:12]4([CH3:13])[CH2:14][CH2:15][CH:16]3[C:17]2([CH3:20])[CH2:18][CH2:19]1>>[O:1]=[C:2]1[CH2:3][C:4]2=[CH:5][CH2:6][CH:7]3[CH:8]4[CH2:9][CH2:10][C:11](=[O:21])[C:12]4([CH3:13])[CH2:14][CH2:15][CH:16]3[C:17]2([CH3:20])[CH2:18][CH2:19]1. Reactants: COC1=CC(=C(C=C1)O)[N+](=O)[O-] (4-methoxy-2-nitrophenol), C([O-])([O-])=O.[K+].[K+] (potassium carbonate), ICC(=O)N (iodoacetamide). Yields the product C(N)(=O)COC1=C(C=C(C=C1)OC)[N+](=O)[O-] (2-carbamoylmethoxy-5-methoxynitrobenzene). Reaction SMILES: [CH3:1][O:2][C:3]1[CH:8]=[CH:7][C:6]([OH:9])=[C:5]([N+:10]([O-:12])=[O:11])[CH:4]=1.C(=O)([O-])[O-].[K+].[K+].I[CH2:20][C:21]([NH2:23])=[O:22]>>[C:21]([CH2:20][O:9][C:6]1[CH:7]=[CH:8][C:3]([O:2][CH3:1])=[CH:4][C:5]=1[N+:10]([O-:12])=[O:11])(=[O:22])[NH2:23] |f:1.2.3|. Procedure details: Reaction of 1.41 g of 4-methoxy-2-nitrophenol, 3.04 g potassium carbonate and 3.61 g of iodoacetamide analogously to the process described in Example 55) gives 2-carbamoylmethoxy-5-methoxynitrobenzene: mp 190°-1° C.; Rf (O)=0.58; FAB-MS: (M+H)+ =227; anal. calc. for C9H10N2O5 : C47.79%, H4.46%, N12.38%; found C47.90%, H4.48%, N12.58%.